describe an organic reaction: reactants, conditions, products, and yield From a dataset of the Open Reaction Database (ORD), a public repository of structured organic reaction records. The reactants are CCCCCC, O=S(Cl)Cl, Cc1ccc(S(=O)(=O)NC(C)C(=O)O)cc1. Yields the product Cc1ccc(S(=O)(=O)NC(C)C(=O)Cl)cc1. RXN SMILES: [CH3:21][CH2:22][CH2:23][CH2:24][CH2:25][CH3:26].[S:17]([Cl:18])([Cl:19])=[O:20].[S:1](=[O:2])(=[O:3])([c:4]1[cH:5][cH:6][c:7]([CH3:8])[cH:9][cH:10]1)[NH:11][CH:12]([CH3:13])[C:14](=[O:15])[OH:16]>>[S:1](=[O:2])(=[O:3])([c:4]1[cH:5][cH:6][c:7]([CH3:8])[cH:9][cH:10]1)[NH:11][CH:12]([CH3:13])[C:14](=[O:16])[Cl:19].